From a dataset of the Open Reaction Database (ORD), a public repository of structured organic reaction records. describe an organic reaction: reactants, conditions, products, and yield Starting materials: Fc1ccc2[nH]cc(C3=CCC4(CC3)OCCO4)c2c1, CCO. Yields the product Fc1ccc2[nH]cc(C3CCC4(CC3)OCCO4)c2c1. RXN SMILES: [CH2:1]1[CH2:2][O:3][C:4]2([CH2:5][CH:6]=[C:7]([c:10]3[cH:11][nH:12][c:13]4[cH:14][cH:15][c:16]([F:19])[cH:17][c:18]34)[CH2:8][CH2:9]2)[O:20]1.[CH3:21][CH2:22][OH:23]>>[CH2:1]1[CH2:2][O:3][C:4]2([CH2:5][CH2:6][CH:7]([c:10]3[cH:11][nH:12][c:13]4[cH:14][cH:15][c:16]([F:19])[cH:17][c:18]34)[CH2:8][CH2:9]2)[O:20]1. Starting materials: N#Cc1c(NC(=O)C(c2ccccc2)c2ccccc2)sc2c1CCNC2, [BH3-]C#N, C=O, CO, [Na+]. Yields the product CN1CCc2c(sc(NC(=O)C(c3ccccc3)c3ccccc3)c2C#N)C1. As a reaction SMILES: [C:1](#[N:2])[c:3]1[c:4]([NH:12][C:13]([CH:14]([c:15]2[cH:16][cH:17][cH:18][cH:19][cH:20]2)[c:21]2[cH:22][cH:23][cH:24][cH:25][cH:26]2)=[O:27])[s:5][c:6]2[c:11]1[CH2:10][CH2:9][NH:8][CH2:7]2.[C:30]([BH3-:31])#[N:32].[CH2:28]=[O:29].[CH3:34][OH:35].[Na+:33]>>[C:1](#[N:2])[c:3]1[c:4]([NH:12][C:13]([CH:14]([c:15]2[cH:16][cH:17][cH:18][cH:19][cH:20]2)[c:21]2[cH:22][cH:23][cH:24][cH:25][cH:26]2)=[O:27])[s:5][c:6]2[c:11]1[CH2:10][CH2:9][N:8]([CH3:30])[CH2:7]2. Starting materials: CCCC[Sn](CCCC)(CCCC)c1nccs1, CNc1nccc(-c2cccnc2Oc2ccc(Nc3nnc(Cl)c4ccccc34)cc2)n1, c1ccc(P(c2ccccc2)(c2ccccc2)[Pd](P(c2ccccc2)(c2ccccc2)c2ccccc2)(P(c2ccccc2)(c2ccccc2)c2ccccc2)P(c2ccccc2)(c2ccccc2)c2ccccc2)cc1. Product: CNc1nccc(-c2cccnc2Oc2ccc(Nc3nnc(-c4nccs4)c4ccccc34)cc2)n1. RXN SMILES: [CH2:34]([Sn:35]([CH2:36][CH2:37][CH2:38][CH3:44])([c:39]1[s:40][cH:41][cH:42][n:43]1)[CH2:45][CH2:46][CH2:47][CH3:48])[CH2:49][CH2:50][CH3:51].[Cl:1][c:2]1[n:3][n:4][c:5]([NH:12][c:13]2[cH:14][cH:15][c:16]([O:19][c:20]3[n:21][cH:22][cH:23][cH:24][c:25]3-[c:26]3[n:27][c:28]([NH:32][CH3:33])[n:29][cH:30][cH:31]3)[cH:17][cH:18]2)[c:6]2[cH:7][cH:8][cH:9][cH:10][c:11]12.[cH:52]1[cH:53][cH:54][c:55]([P:56]([Pd:57]([P:58]([c:59]2[cH:60][cH:61][cH:62][cH:63][cH:64]2)([c:65]2[cH:66][cH:67][cH:68][cH:69][cH:70]2)[c:71]2[cH:72][cH:73][cH:74][cH:75][cH:76]2)([P:77]([c:78]2[cH:79][cH:80][cH:81][cH:82][cH:83]2)([c:84]2[cH:85][cH:86][cH:87][cH:88][cH:89]2)[c:90]2[cH:91][cH:92][cH:93][cH:94][cH:95]2)[P:96]([c:97]2[cH:98][cH:99][cH:100][cH:101][cH:102]2)([c:103]2[cH:104][cH:105][cH:106][cH:107][cH:108]2)[c:109]2[cH:110][cH:111][cH:112][cH:113][cH:114]2)([c:115]2[cH:116][cH:117][cH:118][cH:119][cH:120]2)[c:121]2[cH:122][cH:123][cH:124][cH:125][cH:126]2)[cH:127][cH:128]1>>[c:2]1(-[c:39]2[s:40][cH:41][cH:42][n:43]2)[n:3][n:4][c:5]([NH:12][c:13]2[cH:14][cH:15][c:16]([O:19][c:20]3[n:21][cH:22][cH:23][cH:24][c:25]3-[c:26]3[n:27][c:28]([NH:32][CH3:33])[n:29][cH:30][cH:31]3)[cH:17][cH:18]2)[c:6]2[cH:7][cH:8][cH:9][cH:10][c:11]12. Starting materials: C(C)(C)(C)NS(=O)(=O)C1=C(C(=O)OC)C=CC(=C1)CCNC(=O)OC (methyl 2-tert-butylaminosulfonyl-4-[2-(methoxycarbonylamino]ethyl]benzoate). The solvent is FC(C(=O)O)(F)F (trifluoroacetic acid). The product is NS(=O)(=O)C1=C(C(=O)OC)C=CC(=C1)CCNC(=O)OC (Methyl 2-Aminosulfonyl-4-[2-(methoxycarbonylamino)ethyl]benzoate). RXN SMILES: C([NH:5][S:6]([C:9]1[CH:18]=[C:17]([CH2:19][CH2:20][NH:21][C:22]([O:24][CH3:25])=[O:23])[CH:16]=[CH:15][C:10]=1[C:11]([O:13][CH3:14])=[O:12])(=[O:8])=[O:7])(C)(C)C>FC(F)(F)C(O)=O>[NH2:5][S:6]([C:9]1[CH:18]=[C:17]([CH2:19][CH2:20][NH:21][C:22]([O:24][CH3:25])=[O:23])[CH:16]=[CH:15][C:10]=1[C:11]([O:13][CH3:14])=[O:12])(=[O:7])=[O:8]. Reported procedure: A solution of 1.4 g (3.8 mmol) of methyl 2-tert-butylaminosulfonyl-4-[2-(methoxycarbonylamino]ethyl]benzoate in 20 ml of trifluoroacetic acid was stirred for 8 hours at room temperature. The batch was evaporated completely, re-evaporated with toluene, and the residue obtained was crystallized with ethyl acetate/diisopropyl ether. This gave 0.54 g (45%) of methyl 2-aminosulfonyl-4-[2-(methoxycarbonylamino)-ethyl]benzoate of m.p.: 146-149° C. The reactants are COC(CC=1C=C(C(=CC1)OC)C1=C(C=C(C=C1)C(F)(F)F)C=O)=O ((2′-formyl-6-methoxy-4′-trifluoromethyl-biphenyl-3-yl)-acetic acid methyl ester), C1(CC1)N (cyclopropylamine), ClC(=O)OCC1=CC=CC=C1 (benzyl chloroformate). Product: C(C1=CC=CC=C1)OC(=O)N(C1CC1)CC1=C(C=CC(=C1)C(F)(F)F)C1=CC(=CC=C1OC)CC(=O)O ({2′-[(Benzyloxycarbonyl-cyclopropyl-amino)-methyl]-6-methoxy-4′-trifluoromethyl-biphenyl-3-yl}-acetic acid). Reaction SMILES: C[O:2][C:3](=[O:25])[CH2:4][C:5]1[CH:6]=[C:7]([C:13]2[CH:18]=[CH:17][C:16]([C:19]([F:22])([F:21])[F:20])=[CH:15][C:14]=2[CH:23]=O)[C:8]([O:11][CH3:12])=[CH:9][CH:10]=1.[CH:26]1([NH2:29])[CH2:28][CH2:27]1.Cl[C:31]([O:33][CH2:34][C:35]1[CH:40]=[CH:39][CH:38]=[CH:37][CH:36]=1)=[O:32]>>[CH2:34]([O:33][C:31]([N:29]([CH2:23][C:14]1[CH:15]=[C:16]([C:19]([F:22])([F:21])[F:20])[CH:17]=[CH:18][C:13]=1[C:7]1[C:8]([O:11][CH3:12])=[CH:9][CH:10]=[C:5]([CH2:4][C:3]([OH:25])=[O:2])[CH:6]=1)[CH:26]1[CH2:28][CH2:27]1)=[O:32])[C:35]1[CH:40]=[CH:39][CH:38]=[CH:37][CH:36]=1. Procedure details: {2′-[(Benzyloxycarbonyl-cyclopropyl-amino)-methyl]-6-methoxy-4′-trifluoromethyl-biphenyl-3-yl}-acetic acid (Compound 1-36) was prepared by following the procedures of Example 1 and using the following starting materials: (2′-formyl-6-methoxy-4′-trifluoromethyl-biphenyl-3-yl)-acetic acid methyl ester, cyclopropylamine, and benzyl chloroformate The reactants are OCC1(CCN(CC1)CC1=CC=CC=C1)N1C(NCCC1)=O (tetrahydro-1-[4-(hydroxy-methyl)-1-(phenylmethyl)4-piperidinyl]-2(1H)-pyrimidinone), [H][H] (hydrogen). The reagents and catalysts are [Pd] (palladium on carbon). Run in CO (methanol). Product: OCC1(CCNCC1)N1C(NCCC1)=O (tetrahydro-1-[4(hydroxymethyl)-4-piperidinyl]-2(1H)-pyrimidinone). Yield: 47.7%. As a reaction SMILES: [OH:1][CH2:2][C:3]1([N:16]2[CH2:21][CH2:20][CH2:19][NH:18][C:17]2=[O:22])[CH2:8][CH2:7][N:6](CC2C=CC=CC=2)[CH2:5][CH2:4]1.[H][H]>CO.[Pd]>[OH:1][CH2:2][C:3]1([N:16]2[CH2:21][CH2:20][CH2:19][NH:18][C:17]2=[O:22])[CH2:4][CH2:5][NH:6][CH2:7][CH2:8]1. Procedure: A mixture of intermediate (16) (0.0059 mol) in methanol (100 ml) was hydrogenated with palladium on carbon (1 g) as a catalyst. After uptake of hydrogen (1 equivalent), the catalyst was filtered off, the filtrate was evaporated and crystallized from ACN, yielding 0.6 g of tetrahydro-1-[4(hydroxymethyl)-4-piperidinyl]-2(1H)-pyrimidinone (intermediate 17, mp. 162° C.). Reactants: CC1=NN2C(NC(C(=C2CCC)CC2=CC=C(C=C2)C=2C(=CC=CC2)C#N)=O)=N1 (4′-[(2-methyl-5-oxo-7-propyl-4,5-dihydro[1,2,4]triazolo[1,5-a]pyrimidin-6-yl)methyl]biphenyl-2-carbonitrile), [H-].[Na+] (sodium hydride), CN(C=O)C (N,N-dimethylformamide), ClCC(C)=O (1-chloropropan-2-one). Run in C(C)(=O)OCC (ethyl acetate). Run at time 10 minute. Product: CC1=NN2C(N(C(C(=C2CCC)CC2=CC=C(C=C2)C=2C(=CC=CC2)C#N)=O)CC(C)=O)=N1 (4′-{[2-methyl-5-oxo-4-(2-oxopropyl)-7-propyl-4,5-dihydro[1,2,4]triazolo[1,5-a]pyrimidin-6-yl]methyl}biphenyl-2-carbonitrile). The yield is 14.0%. Reaction SMILES: [CH3:1][C:2]1[N:29]=[C:5]2[NH:6][C:7](=[O:28])[C:8]([CH2:13][C:14]3[CH:19]=[CH:18][C:17]([C:20]4[C:21]([C:26]#[N:27])=[CH:22][CH:23]=[CH:24][CH:25]=4)=[CH:16][CH:15]=3)=[C:9]([CH2:10][CH2:11][CH3:12])[N:4]2[N:3]=1.[H-].[Na+].CN(C)C=O.Cl[CH2:38][C:39](=[O:41])[CH3:40]>C(OCC)(=O)C>[CH3:1][C:2]1[N:29]=[C:5]2[N:6]([CH2:38][C:39](=[O:41])[CH3:40])[C:7](=[O:28])[C:8]([CH2:13][C:14]3[CH:19]=[CH:18][C:17]([C:20]4[C:21]([C:26]#[N:27])=[CH:22][CH:23]=[CH:24][CH:25]=4)=[CH:16][CH:15]=3)=[C:9]([CH2:10][CH2:11][CH3:12])[N:4]2[N:3]=1 |f:1.2|. Reported procedure: A mixture of 4′-[(2-methyl-5-oxo-7-propyl-4,5-dihydro[1,2,4]triazolo[1,5-a]pyrimidin-6-yl)methyl]biphenyl-2-carbonitrile (3 g), sodium hydride (0.47 g) and N,N-dimethylformamide (15 mL) was stirred at room temperature for 10 min, 1-chloropropan-2-one (0.75 mL) was added, and the mixture was stirred at room temperature for 16 hr. The reaction mixture was diluted with ethyl acetate, washed with 5% aqueous potassium hydrogensulfate solution and then with saturated brine, and dried over anhydrous ma... Starting materials: C(C1=CC=CC=C1)N1C(=NC(=C1SC1=CC(=CC(=C1)Cl)Cl)C(C)C)CCl (1-Benzyl-2-chloromethyl-5-(3,5-dichlorophenylthio)-4-isopropyl-1H-imidazole), C(C1=CC=CC=C1)N1C(=NC(=C1SC1=CC(=CC(=C1)Cl)Cl)C(C)C)CO ([1-benzyl-5-(3,5-dichlorophenylthio)-4-isopropyl-1H-imidazol-2-yl]methanol). Product: NCC=1N(C(=C(N1)C(C)C)SC1=CC(=CC(=C1)Cl)Cl)CC1=CC=CC=C1 (2-Aminomethyl-1-benzyl-5-(3,5-dichlorophenylthio)-4-isopropylimidazole). Reaction SMILES: [CH2:1]([N:8]1[C:12]([S:13][C:14]2[CH:19]=[C:18]([Cl:20])[CH:17]=[C:16]([Cl:21])[CH:15]=2)=[C:11]([CH:22]([CH3:24])[CH3:23])[N:10]=[C:9]1[CH2:25]Cl)[C:2]1[CH:7]=[CH:6][CH:5]=[CH:4][CH:3]=1.C([N:34]1C(SC2C=C(Cl)C=C(Cl)C=2)=C(C(C)C)N=C1CO)C1C=CC=CC=1>>[NH2:34][CH2:25][C:9]1[N:8]([CH2:1][C:2]2[CH:3]=[CH:4][CH:5]=[CH:6][CH:7]=2)[C:12]([S:13][C:14]2[CH:15]=[C:16]([Cl:21])[CH:17]=[C:18]([Cl:20])[CH:19]=2)=[C:11]([CH:22]([CH3:23])[CH3:24])[N:10]=1. Procedure: 1-Benzyl-2-chloromethyl-5-(3,5-dichlorophenylthio)-4-isopropyl-1H-imidazole (28e)was synthesized from [1-benzyl-5-(3,5-dichlorophenylthio)-4-isopropyl-1H-imidazol-2-yl]methanol by the same synthetic process as that for (28a)in Example 66, and without purification of this compound, 2-azidomethyl-1-benzyl-5-(3,5-dichlorophenylthio)-4-isopropylimidazole (29e)was obtained by the same synthetic process as that for (29a)in Example 66. Oil. Starting materials: Cc1cc(Nc2nc(Cl)ncc2Br)n[nH]1, CCCCO, CCN(C(C)C)C(C)C, Cl, CC(N)c1ncc(F)cn1. Product: Cc1cc(Nc2nc(NC(C)c3ncc(F)cn3)ncc2Br)n[nH]1. Reaction SMILES: [Br:12][c:13]1[c:14]([NH:20][c:21]2[n:22][nH:23][c:24]([CH3:26])[cH:25]2)[n:15][c:16]([Cl:19])[n:17][cH:18]1.[CH2:36]([OH:37])[CH2:38][CH2:39][CH3:40].[CH:27]([N:28]([CH2:29][CH3:30])[CH:31]([CH3:32])[CH3:33])([CH3:34])[CH3:35].[ClH:1].[F:2][c:3]1[cH:4][n:5][c:6]([CH:9]([CH3:10])[NH2:11])[n:7][cH:8]1>>[F:2][c:3]1[cH:4][n:5][c:6]([CH:9]([CH3:10])[NH:11][c:16]2[n:15][c:14]([NH:20][c:21]3[n:22][nH:23][c:24]([CH3:26])[cH:25]3)[c:13]([Br:12])[cH:18][n:17]2)[n:7][cH:8]1. The reactants are C(C)OC(C)(C)C=1N(C=C(N1)C(=O)O)COCC[Si](C)(C)C (2-(2-ethoxypropan-2-yl)-1-((2-(trimethylsilyl)ethoxy)methyl)-1H-imidazole-4-carboxylic acid), N[C@H](CN1N=C(C=C1)C1=CC(=C(C#N)C(=C1)F)Cl)C ((S)-4-(1-(2-aminopropyl)-1H-pyrazol-3-yl)-2-chloro-6-fluorobenzonitrile). The product is ClC=1C=C(C=C(C1C#N)F)C1=NN(C=C1)C[C@H](C)NC(=O)C=1N=C(N(C1)COCC[Si](C)(C)C)C(C)(C)OCC ((S)—N-(1-(3-(3-Chloro-4-cyano-5-fluorophenyl)-1H-pyrazol-1-yl)propan-2-yl)-2-(2-ethoxypropan-2-yl)-1-((2-(trimethylsilyl)ethoxy)methyl)-1H-imidazole-4-carboxamide). RXN SMILES: [CH2:1]([O:3][C:4]([C:7]1[N:8]([CH2:15][O:16][CH2:17][CH2:18][Si:19]([CH3:22])([CH3:21])[CH3:20])[CH:9]=[C:10]([C:12]([OH:14])=O)[N:11]=1)([CH3:6])[CH3:5])[CH3:2].[NH2:23][C@@H:24]([CH3:41])[CH2:25][N:26]1[CH:30]=[CH:29][C:28]([C:31]2[CH:38]=[C:37]([F:39])[C:34]([C:35]#[N:36])=[C:33]([Cl:40])[CH:32]=2)=[N:27]1>>[Cl:40][C:33]1[CH:32]=[C:31]([C:28]2[CH:29]=[CH:30][N:26]([CH2:25][C@@H:24]([NH:23][C:12]([C:10]3[N:11]=[C:7]([C:4]([O:3][CH2:1][CH3:2])([CH3:5])[CH3:6])[N:8]([CH2:15][O:16][CH2:17][CH2:18][Si:19]([CH3:22])([CH3:21])[CH3:20])[CH:9]=3)=[O:14])[CH3:41])[N:27]=2)[CH:38]=[C:37]([F:39])[C:34]=1[C:35]#[N:36]. Procedure: The title compound was prepared using the procedure described in Example 32(e) starting from 2-(2-ethoxypropan-2-yl)-1-((2-(trimethylsilyl)ethoxy)methyl)-1H-imidazole-4-carboxylic acid (1.15 mmol, 380 g) and (S)-4-(1-(2-aminopropyl)-1H-pyrazol-3-yl)-2-chloro-6-fluorobenzonitrile (1.15 mmol, 320 mg). The product was purified by flash-chromatography. Yield 260 mg. 1H-NMR (400 MHz; DMSO-d6): δ −0.01 (s, 9H), 0.80-0.91 (m, 5H), 0.94 (t, 3H), 1.23 (s, 6H), 3.21 (q, 2H), 3.58 (t, 2H), 4.33-4.42 (m, 2H...